This data is from the Open Reaction Database (ORD), a public repository of structured organic reaction records. The task is: describe an organic reaction: reactants, conditions, products, and yield Starting materials: C(C)(C)N1CCC(CC1)NC(=O)C=1NC(=CC1)C1=CC=CC=C1 (5-phenyl-1H-pyrrole-2-carboxylic acid (1-isopropyl-piperidin-4-yl)-amide), C(=O)([O-])[O-].[Cs+].[Cs+] (Cs2CO3), BrCC1=NOC(=C1)C=1SC(=CC1)Cl (3-Bromomethyl-5-(5-chloro-thiophen-2-yl)-isoxazole). Isolated yield 18.4%. The solvent is CN(C)C=O (DMF). Procedure details: To a solution of 5-phenyl-1H-pyrrole-2-carboxylic acid (1-isopropyl-piperidin-4-yl)-amide (50 mg) in DMF (2 mL) was added Cs2CO3 (105 mg). The mixture was stirred for 30 min at RT. 3-Bromomethyl-5-(5-chloro-thiophen-2-yl)-isoxazole (45 mg) was added and stirring was continued for 3 h at RT. The mixture was filtered and directly subjected to preparative HPLC(CH3CN/H2O gradient+0.05% TFA) to give 1-[5-(5-chloro-thiophen-2-yl)-isoxazol-3-ylmethyl]-5-phenyl-1H-pyrrole-2-carboxylic acid (1-isopropyl-... As a reaction SMILES: [CH:1]([N:4]1[CH2:9][CH2:8][CH:7]([NH:10][C:11]([C:13]2[NH:14][C:15]([C:18]3[CH:23]=[CH:22][CH:21]=[CH:20][CH:19]=3)=[CH:16][CH:17]=2)=[O:12])[CH2:6][CH2:5]1)([CH3:3])[CH3:2].C([O-])([O-])=O.[Cs+].[Cs+].Br[CH2:31][C:32]1[CH:36]=[C:35]([C:37]2[S:38][C:39]([Cl:42])=[CH:40][CH:41]=2)[O:34][N:33]=1>CN(C=O)C>[CH:1]([N:4]1[CH2:5][CH2:6][CH:7]([NH:10][C:11]([C:13]2[N:14]([CH2:31][C:32]3[CH:36]=[C:35]([C:37]4[S:38][C:39]([Cl:42])=[CH:40][CH:41]=4)[O:34][N:33]=3)[C:15]([C:18]3[CH:23]=[CH:22][CH:21]=[CH:20][CH:19]=3)=[CH:16][CH:17]=2)=[O:12])[CH2:8][CH2:9]1)([CH3:3])[CH3:2] |f:1.2.3|. Product: C(C)(C)N1CCC(CC1)NC(=O)C=1N(C(=CC1)C1=CC=CC=C1)CC1=NOC(=C1)C=1SC(=CC1)Cl (1-[5-(5-chloro-thiophen-2-yl)-isoxazol-3-ylmethyl]-5-phenyl-1H-pyrrole-2-carboxylic acid (1-isopropyl-piperidin-4-yl)-amide). Reaction conditions: time 30 minute. Reactants: OCC1=CN=CS1 (5-(hydroxymethyl)thiazole), ClC(=O)OC1=CC=C(C=C1)[N+](=O)[O-] (4-nitrophenyl chloroformate). The solvent is C(Cl)Cl (methylene chloride), C(Cl)(Cl)Cl (CHCl3). Run at time 1 hour. The product is C1=CC(=CC=C1[N+](=O)[O-])OC(=O)OCC2=CN=CS2 (((5-Thiazolyl)methyl)-(4-nitrophenyl)carbonate). Yield: 78.0%. RXN SMILES: [OH:1][CH2:2][C:3]1[S:7][CH:6]=[N:5][CH:4]=1.Cl[C:9]([O:11][C:12]1[CH:17]=[CH:16][C:15]([N+:18]([O-:20])=[O:19])=[CH:14][CH:13]=1)=[O:10]>C(Cl)Cl.C(Cl)(Cl)Cl>[CH:16]1[C:15]([N+:18]([O-:20])=[O:19])=[CH:14][CH:13]=[C:12]([O:11][C:9]([O:1][CH2:2][C:3]2[S:7][CH:6]=[N:5][CH:4]=2)=[O:10])[CH:17]=1. Procedure: A solution of 3.11 g (27 mmol) of 5-(hydroxymethyl)thiazole and excess N-methyl morphcline in 100 ml of methylene chloride was cooled to 0° C. and treated with 8.2 g (41 mmol) of 4-nitrophenyl chloroformate. After being stirred for 1 h, the reaction mixture was diluted with CHCl3, washed successively with 1N HCl, saturated aqueous NaHCO3, and saturated brine, dried over NaSO4, and concentrated in vacuo. The residue was purified by silica gel chromatography (SiO2, 1-2% MeOH/CHCl3, Rf=0.5 in 4% Me...